This data is from the Open Reaction Database (ORD), a public repository of structured organic reaction records. The task is: describe an organic reaction: reactants, conditions, products, and yield The reactants are COC(=O)C1=NC(=C2N=CN(C2=N1)[C@H]1[C@@H]([C@@H]([C@H](C1)N(C(CC)=O)C(=O)OC(C)(C)C)O)O)NCC(C1=CC=CC=C1)C1=CC=CC=C1 (9-[(1R,2S,3R,4S)-4-(tert-butoxycarbonyl-propionyl-amino)-2,3-dihydroxy-cyclopentyl]-6-(2,2-diphenyl-ethylamino)-9H-purine-2-carboxylic acid methyl ester), C(CN)N (ethylenediamine). Reaction conditions: temperature 90 celsius. Yields the product C(C)(C)(C)OC(N[C@@H]1[C@H]([C@H]([C@@H](C1)N1C2=NC(=NC(=C2N=C1)NCC(C1=CC=CC=C1)C1=CC=CC=C1)C(NCCN)=O)O)O)=O ({(1S,2R,3S,4R)-4-[2-(2-Amino-ethylcarbamoyl)-6-(2,2-diphenyl-ethylamino)-purin-9-yl]-2,3-dihydroxy-cyclopentyl}-carbamic acid tert-butyl ester). RXN SMILES: C[O:2][C:3]([C:5]1[N:13]=[C:12]2[C:8]([N:9]=[CH:10][N:11]2[C@@H:14]2[CH2:18][C@H:17]([N:19]([C:24]([O:26][C:27]([CH3:30])([CH3:29])[CH3:28])=[O:25])C(=O)CC)[C@@H:16]([OH:31])[C@H:15]2[OH:32])=[C:7]([NH:33][CH2:34][CH:35]([C:42]2[CH:47]=[CH:46][CH:45]=[CH:44][CH:43]=2)[C:36]2[CH:41]=[CH:40][CH:39]=[CH:38][CH:37]=2)[N:6]=1)=O.[CH2:48]([NH2:51])[CH2:49][NH2:50]>>[C:27]([O:26][C:24](=[O:25])[NH:19][C@H:17]1[CH2:18][C@@H:14]([N:11]2[CH:10]=[N:9][C:8]3[C:12]2=[N:13][C:5]([C:3](=[O:2])[NH:50][CH2:49][CH2:48][NH2:51])=[N:6][C:7]=3[NH:33][CH2:34][CH:35]([C:42]2[CH:47]=[CH:46][CH:45]=[CH:44][CH:43]=2)[C:36]2[CH:37]=[CH:38][CH:39]=[CH:40][CH:41]=2)[C@H:15]([OH:32])[C@@H:16]1[OH:31])([CH3:28])([CH3:30])[CH3:29]. Reported procedure: A solution comprising 9-[(1R,2S,3R,4S)-4-(tert-butoxycarbonyl-propionyl-amino)-2,3-dihydroxy-cyclopentyl]-6-(2,2-diphenyl-ethylamino)-9H-purine-2-carboxylic acid methyl ester (3.00 g, 4.66 mmol) in ethylenediamine (5 ml, 75 mmol) is heated at 90° C. for 1 hour. After cooling to room temperature, the ethylenediamine is removed in vacuo and purification by C-18 reverse phase column chromatography eluting with water (100%) followed by MeOH (100%) yields the title compound. Reactants: CCN=C=NCCCN(C)C, CCN(C(C)C)C(C)C, ClCCl, Cl, CC(N)C(=O)NC1C=C(c2ccccc2)C=CN(C)C1=O, O, CC(C)C(O)C(=O)O, Oc1cccc2[nH]nnc12. Product: CC(NC(=O)C(O)C(C)C)C(=O)NC1C=C(c2ccccc2)C=CN(C)C1=O. Reaction SMILES: [CH3:51][N:52]([CH3:53])[CH2:54][CH2:55][CH2:56][N:57]=[C:58]=[N:59][CH2:60][CH3:61].[CH:41]([N:42]([CH:43]([CH3:44])[CH3:45])[CH2:46][CH3:47])([CH3:48])[CH3:49].[Cl:62][CH2:63][Cl:64].[ClH:50].[NH2:1][CH:2]([C:3](=[O:4])[NH:5][CH:6]1[C:7](=[O:20])[N:8]([CH3:19])[CH:9]=[CH:10][C:11]([c:13]2[cH:14][cH:15][cH:16][cH:17][cH:18]2)=[CH:12]1)[CH3:21].[OH2:30].[OH:22][CH:23]([C:24](=[O:25])[OH:26])[CH:27]([CH3:28])[CH3:29].[OH:31][c:32]1[c:33]2[n:34][n:35][nH:36][c:37]2[cH:38][cH:39][cH:40]1>>[NH:1]([CH:2]([C:3](=[O:4])[NH:5][CH:6]1[C:7](=[O:20])[N:8]([CH3:19])[CH:9]=[CH:10][C:11]([c:13]2[cH:14][cH:15][cH:16][cH:17][cH:18]2)=[CH:12]1)[CH3:21])[C:24]([CH:23]([OH:22])[CH:27]([CH3:28])[CH3:29])=[O:25]. Reactants: NCCC1=CNC2=CC=CC=C12 (3-(2-amino)ethyl indole), S(=O)(=O)(C1=CC=C(C)C=C1)N1CN(C(C1)(C)C)C (1-tosyl-3,4,4-trimethylimidazolidine). The product is C1NCCC=2C3=CC=CC=C3NC12 (tetrahydro-β-carboline). RXN SMILES: [NH2:1][CH2:2][CH2:3][C:4]1[C:12]2[C:7](=[CH:8][CH:9]=[CH:10][CH:11]=2)[NH:6][CH:5]=1.S(N1CC(C)(C)N(C)C1)([C:16]1C=CC(C)=CC=1)(=O)=O>>[CH2:16]1[C:5]2[NH:6][C:7]3[C:12](=[CH:11][CH:10]=[CH:9][CH:8]=3)[C:4]=2[CH2:3][CH2:2][NH:1]1. Procedure details: treating the 3-(2-amino)ethyl indole with 1-tosyl-3,4,4-trimethylimidazolidine to produce a tetrahydro-β-carboline derivative; and The reactants are CC(=O)c1ccc2c(c1)CC(=O)N2, COCCOc1cc2ncnc(Cl)c2cc1OC, [H-], [Na+], CN(C)C=O. Yields the product COCCOc1cc2ncnc(C3C(=O)Nc4ccc(C(C)=O)cc43)c2cc1OC, Cl. Reaction SMILES: [C:1]([CH3:2])(=[O:3])[c:4]1[cH:5][c:6]2[c:10]([cH:11][cH:12]1)[NH:9][C:8](=[O:13])[CH2:7]2.[Cl:16][c:17]1[n:18][cH:19][n:20][c:21]2[cH:22][c:23]([O:29][CH2:30][CH2:31][O:32][CH3:33])[c:24]([O:27][CH3:28])[cH:25][c:26]12.[H-:14].[Na+:15].[O:34]=[CH:35][N:36]([CH3:37])[CH3:38]>>[C:1]([CH3:2])(=[O:3])[c:4]1[cH:5][c:6]2[c:10]([cH:11][cH:12]1)[NH:9][C:8](=[O:13])[CH:7]2[c:17]1[n:18][cH:19][n:20][c:21]2[cH:22][c:23]([O:29][CH2:30][CH2:31][O:32][CH3:33])[c:24]([O:27][CH3:28])[cH:25][c:26]12.[ClH:16]. The reactants are CC(C)c1cccc(NCc2ccc(N(C)C)cc2)c1, CC(C)c1cccc(C(C)C)c1N=C=O. Product: CC(C)c1cccc(N(Cc2ccc(N(C)C)cc2)C(=O)Nc2c(C(C)C)cccc2C(C)C)c1. As a reaction SMILES: [CH3:1][N:2]([c:3]1[cH:4][cH:5][c:6]([CH2:9][NH:10][c:11]2[cH:12][c:13]([CH:17]([CH3:18])[CH3:19])[cH:14][cH:15][cH:16]2)[cH:7][cH:8]1)[CH3:20].[CH:21]([CH3:22])([CH3:23])[c:24]1[c:25]([N:33]=[C:34]=[O:35])[c:26]([CH:30]([CH3:31])[CH3:32])[cH:27][cH:28][cH:29]1>>[CH3:1][N:2]([c:3]1[cH:4][cH:5][c:6]([CH2:9][N:10]([c:11]2[cH:12][c:13]([CH:17]([CH3:18])[CH3:19])[cH:14][cH:15][cH:16]2)[C:34]([NH:33][c:25]2[c:24]([CH:21]([CH3:22])[CH3:23])[cH:29][cH:28][cH:27][c:26]2[CH:30]([CH3:31])[CH3:32])=[O:35])[cH:7][cH:8]1)[CH3:20]. Reactants: [Cl-], O=[N+]([O-])c1cccc(F)c1Cl, Cl, [Na+], [OH-]. The product is Nc1cccc(F)c1Cl. RXN SMILES: [Cl-:12].[Cl:1][c:2]1[c:3]([N+:9]([O-:10])=[O:11])[cH:4][cH:5][cH:6][c:7]1[F:8].[ClH:13].[Na+:15].[OH-:14]>>[Cl:1][c:2]1[c:3]([NH2:9])[cH:4][cH:5][cH:6][c:7]1[F:8]. The reactants are [O-]CC.[Na+] (sodium ethoxide), resultant mixture, C(C(=O)[O-])(=O)OCC (ethyl oxalate), CC(CCCC)=O (hexan-2-one), ice, OS(=O)(=O)O (H2SO4). Solvent: C(C)O (ethanol), O (water). Product: O=C(C(=O)OCC)CC(CCCC)=O (Ethyl 2,4-dioxooctanoate). The yield is 80.4%. Reaction SMILES: [C:1]([O:6][CH2:7][CH3:8])(=[O:5])[C:2]([O-:4])=O.[CH3:9][C:10](=[O:15])[CH2:11][CH2:12][CH2:13][CH3:14].[O-]CC.[Na+].OS(O)(=O)=O>C(O)C.O>[O:4]=[C:2]([CH2:9][C:10](=[O:15])[CH2:11][CH2:12][CH2:13][CH3:14])[C:1]([O:6][CH2:7][CH3:8])=[O:5] |f:2.3|. Procedure details: A mixture of ethyl oxalate (97.21 g) and hexan-2-one (66.58 g) was added dropwise to a solution of sodium ethoxide (50.1 g) in ethanol (160 ml) at reflux. The resultant mixture was heated at reflux for 2 h. The cooled reaction mixture was poured into a stirring mixture of ice (500 g) and water (100 ml) and the resultant slurry adjusted to pH 1.5(conc.H2SO4). The two layers were separated and the bottom layer extracted with toluene (2×200 ml). The combined organics were washed with brine (200 ml)...